Dataset: the Open Reaction Database (ORD), a public repository of structured organic reaction records. Task: describe an organic reaction: reactants, conditions, products, and yield Reactants: 10, FC1=CC=C(C=C1)C(=O)C1=CC=C(C=C1)F (bis(4-fluorophenyl)methanone), ClCC(CO)O (3-chloro-1,2-propanediol), O.CC1=CC=C(C=C1)S(=O)(=O)O (4-methylbenzenesulfonic acid hydrate), CC1=CC=CC=C1 (methylbenzene). The solvent is O (water), O (water). The product is FC1=CC=C(C=C1)C1(OCC(O1)CCl)C1=CC=C(C=C1)F (2,2-bis(4-fluorophenyl)-4-(chloromethyl)-1,3-dioxolane), intermediate 99. Isolated yield 100.0%. RXN SMILES: [F:1][C:2]1[CH:7]=[CH:6][C:5]([C:8]([C:10]2[CH:15]=[CH:14][C:13]([F:16])=[CH:12][CH:11]=2)=[O:9])=[CH:4][CH:3]=1.[Cl:17][CH2:18][CH:19]([OH:22])[CH2:20]O.O.CC1C=CC(S(O)(=O)=O)=CC=1.CC1C=CC=CC=1>O>[F:1][C:2]1[CH:7]=[CH:6][C:5]([C:8]2([C:10]3[CH:15]=[CH:14][C:13]([F:16])=[CH:12][CH:11]=3)[O:22][CH:19]([CH2:18][Cl:17])[CH2:20][O:9]2)=[CH:4][CH:3]=1 |f:2.3|. Procedure: A mixture of 10 parts of bis(4-fluorophenyl)methanone, 22.1 parts of 3-chloro-1,2-propanediol, 0.2 parts of 4-methylbenzenesulfonic acid hydrate and 90 parts of methylbenzene was stirred and refluxed for 23 hours using a water-separator. The reaction mixture was poured onto alkaline water. Upon stirring, the layers were separated. The organic phase was washed with alkaline water, dried, filtered and evaporated, yielding 14 parts (100%) of 2,2-bis(4-fluorophenyl)-4-(chloromethyl)-1,3-dioxolane as...